From a dataset of the Open Reaction Database (ORD), a public repository of structured organic reaction records. describe an organic reaction: reactants, conditions, products, and yield Starting materials: C=CC1CCC2C(C1)O2 (4-vinylcyclohexene-1,2-epoxide), O (water), S(O)(O)(=O)=O (sulfuric acid). Run in CC(=O)C (acetone). The product is OC1C(CC(CC1)C=C)O (1,2-dihydroxy-4-vinylcyclohexane). RXN SMILES: [CH2:1]=[CH:2][CH:3]1[CH2:8][CH:7]2[O:9][CH:6]2[CH2:5][CH2:4]1.O.S(=O)(=O)(O)[OH:12]>CC(C)=O>[OH:9][CH:6]1[CH2:5][CH2:4][CH:3]([CH:2]=[CH2:1])[CH2:8][CH:7]1[OH:12]. Reported procedure: Into a two-neck flask (100 ml) were fed 15.9 g (128 mmol) of 4-vinylcyclohexene-1,2-epoxide, 40 ml of water, 20 ml of acetone, and 40 μl of sulfuric acid, and the reaction mixture was refluxed at 75° C. for 4 hours. After complete reaction, an object compound was extracted with each 60 ml of diethylether four times, and was washed with saturated salt solution, and then was dried with sodium sulfate. The solvent was evaporated to obtain 1,2-dihydroxy-4-vinylcyclohexane. The product is CC(C)(C)OC(=O)N1CCCC(NCc2cc(C(F)(F)F)cc(C(F)(F)F)c2)c2cc(C(F)(F)F)ccc21. As a reaction SMILES: [BH4-:40].[C:17]([CH3:18])([CH3:19])([CH3:20])[O:21][C:22](=[O:23])[N:24]1[c:25]2[c:26]([cH:32][c:33]([C:36]([F:37])([F:38])[F:39])[cH:34][cH:35]2)[C:27](=[O:31])[CH2:28][CH2:29][CH2:30]1.[CH3:42][OH:43].[CH3:45][CH2:46][O:47][C:48](=[O:49])[CH3:50].[CH3:51][CH:52]([CH3:53])[O-:54].[CH3:56][CH:57]([CH3:58])[O-:59].[CH3:60][CH:61]([CH3:62])[O-:63].[CH3:64][CH:65]([CH3:66])[O-:67].[F:1][C:2]([c:3]1[cH:4][c:5]([CH2:6][NH2:7])[cH:8][c:9]([C:11]([F:12])([F:13])[F:14])[cH:10]1)([F:15])[F:16].[Na+:41].[OH2:44].[Ti+4:55]>>[F:1][C:2]([c:3]1[cH:4][c:5]([CH2:6][NH:7][CH:27]2[c:26]3[c:25]([cH:35][cH:34][c:33]([C:36]([F:37])([F:38])[F:39])[cH:32]3)[N:24]([C:22]([O:21][C:17]([CH3:18])([CH3:19])[CH3:20])=[O:23])[CH2:30][CH2:29][CH2:28]2)[cH:8][c:9]([C:11]([F:12])([F:13])[F:14])[cH:10]1)([F:15])[F:16]. Starting materials: [BH4-], CC(C)(C)OC(=O)N1CCCC(=O)c2cc(C(F)(F)F)ccc21, CO, CCOC(C)=O, CC(C)[O-], CC(C)[O-], CC(C)[O-], CC(C)[O-], NCc1cc(C(F)(F)F)cc(C(F)(F)F)c1, [Na+], O, [Ti+4]. Reactants: ClC1=C(C(=CC=C1)C)NC=1NC2=C(N1)C=C(C1=C2CC(O1)(C)C)C(=O)O (2-[(2-chloro-6-methylphenyl)amino]-7,7-dimethyl-7,8-dihydro-1H-furo[3,2-e]benzimidazole-5-carboxylic acid), CCN(C(C)C)C(C)C (DIPEA), S(=O)(Cl)Cl (thionyl chloride), FC(C=1C=C(C=CC1)C1(CC1)N)(F)F (1-(3-(trifluoromethyl)phenyl)cyclopropanamine). Run in C1CCOC1 (THF), C1=CC=CC=C1 (benzene). Product: ClC1=C(C(=CC=C1)C)NC1=NC2=C(N1)C=1CC(OC1C(=C2)C(=O)NC2(CC2)C2=CC(=CC=C2)C(F)(F)F)(C)C (2-((2-Chloro-6-methylphenyl)amino)-7,7-dimethyl-N-(1-(3-(trifluoromethyl)phenyl)cyclopropyl)-7,8-dihydro-1H-benzofuro[4,5-d]imidazole-5-carboxamide). The yield is 5.4%. Reaction SMILES: [Cl:1][C:2]1[CH:7]=[CH:6][CH:5]=[C:4]([CH3:8])[C:3]=1[NH:9][C:10]1[NH:11][C:12]2[C:18]3[CH2:19][C:20]([CH3:23])([CH3:22])[O:21][C:17]=3[C:16]([C:24]([OH:26])=O)=[CH:15][C:13]=2[N:14]=1.S(Cl)(Cl)=O.[F:31][C:32]([F:44])([F:43])[C:33]1[CH:34]=[C:35]([C:39]2([NH2:42])[CH2:41][CH2:40]2)[CH:36]=[CH:37][CH:38]=1.CCN(C(C)C)C(C)C>C1COCC1.C1C=CC=CC=1>[Cl:1][C:2]1[CH:7]=[CH:6][CH:5]=[C:4]([CH3:8])[C:3]=1[NH:9][C:10]1[NH:11][C:12]2[C:18]3[CH2:19][C:20]([CH3:23])([CH3:22])[O:21][C:17]=3[C:16]([C:24]([NH:42][C:39]3([C:35]4[CH:36]=[CH:37][CH:38]=[C:33]([C:32]([F:31])([F:43])[F:44])[CH:34]=4)[CH2:41][CH2:40]3)=[O:26])=[CH:15][C:13]=2[N:14]=1. Procedure: The title compound was prepared following the procedure described for Example-108 using 2-[(2-chloro-6-methylphenyl)amino]-7,7-dimethyl-7,8-dihydro-1H-furo[3,2-e]benzimidazole-5-carboxylic acid (Intermediate-35, 0.150 g, 0.403 mmol), thionyl chloride (2.0 mL), 1-(3-(trifluoromethyl)phenyl)cyclopropanamine (Intermediate-44, 0.121 g, 0.604 mmol), benzene (4 mL), THF (6.0 mL) and DIPEA (4 mL). The obtained crude product was purified by column chromatography on basic alumina eluting with 0.7-1.0% Me... Starting materials: COC=1C=C(C=C(C1OC)OC)C(CC(CC1=CC=C(C=C1)N)NC([C@H]1NCCC1)=O)=O (L-proline, 1-[2-(3,4,5-trimethoxyphenyl)-2-oxoethyl] 2-(4-aminophenyl)ethylamide), ClC(=O)OCC1=CC=CC=C1 (benzyl chloroformate). Product: COC=1C=C(C=C(C1OC)OC)C(CC(CC1=CC=C(C=C1)NC(=O)OCC1=CC=CC=C1)NC([C@H]1NCCC1)=O)=O (L-proline, 1-[2-(3,4,5-trimethoxyphenyl)-2-oxoethyl] 2-(4-(N-carbobenzyloxy)aminophenyl)ethylamide). Isolated yield 69.5%. Reaction SMILES: [CH3:1][O:2][C:3]1[CH:4]=[C:5]([C:13](=[O:32])[CH2:14][CH:15]([NH:24][C:25](=[O:31])[C@@H:26]2[CH2:30][CH2:29][CH2:28][NH:27]2)[CH2:16][C:17]2[CH:22]=[CH:21][C:20]([NH2:23])=[CH:19][CH:18]=2)[CH:6]=[C:7]([O:11][CH3:12])[C:8]=1[O:9][CH3:10].Cl[C:34]([O:36][CH2:37][C:38]1[CH:43]=[CH:42][CH:41]=[CH:40][CH:39]=1)=[O:35]>>[CH3:12][O:11][C:7]1[CH:6]=[C:5]([C:13](=[O:32])[CH2:14][CH:15]([NH:24][C:25](=[O:31])[C@@H:26]2[CH2:30][CH2:29][CH2:28][NH:27]2)[CH2:16][C:17]2[CH:22]=[CH:21][C:20]([NH:23][C:34]([O:36][CH2:37][C:38]3[CH:43]=[CH:42][CH:41]=[CH:40][CH:39]=3)=[O:35])=[CH:19][CH:18]=2)[CH:4]=[C:3]([O:2][CH3:1])[C:8]=1[O:9][CH3:10]. Reported procedure: Following the procedure described in Example 154, treatment of L-proline, 1-[2-(3,4,5-trimethoxyphenyl)-2-oxoethyl] 2-(4-aminophenyl)ethylamide (80 mg, 0.18 mmol) with benzyl chloroformate (0.039 mL, 0.27 mmol) provided 72 mg of L-proline, 1-[2-(3,4,5-trimethoxyphenyl)-2-oxoethyl] 2-(4-(N-carbobenzyloxy)aminophenyl)ethylamide as a foam. The reactants are COc1cc(C(=O)c2cccc(N=C=O)c2)cc(OC)c1OC, [Cl-], [NH4+], C1CCOC1, CC(C)(C)OC(=O)N1C(CN)CSC1c1cccnc1. The product is COc1cc(C(=O)c2cccc(NC(=O)NCC3CSC(c4cccnc4)N3C(=O)OC(C)(C)C)c2)cc(OC)c1OC. Reaction SMILES: [CH3:21][O:22][c:23]1[cH:24][c:25]([C:26](=[O:27])[c:28]2[cH:29][c:30]([N:34]=[C:35]=[O:36])[cH:31][cH:32][cH:33]2)[cH:37][c:38]([O:42][CH3:43])[c:39]1[O:40][CH3:41].[Cl-:44].[NH4+:45].[O:46]1[CH2:47][CH2:48][CH2:49][CH2:50]1.[n:1]1[cH:2][c:3]([CH:7]2[S:8][CH2:9][CH:10]([CH2:19][NH2:20])[N:11]2[C:12](=[O:13])[O:14][C:15]([CH3:16])([CH3:17])[CH3:18])[cH:4][cH:5][cH:6]1>>[n:1]1[cH:2][c:3]([CH:7]2[S:8][CH2:9][CH:10]([CH2:19][NH:20][C:35]([NH:34][c:30]3[cH:29][c:28]([C:26]([c:25]4[cH:24][c:23]([O:22][CH3:21])[c:39]([O:40][CH3:41])[c:38]([O:42][CH3:43])[cH:37]4)=[O:27])[cH:33][cH:32][cH:31]3)=[O:36])[N:11]2[C:12](=[O:13])[O:14][C:15]([CH3:16])([CH3:17])[CH3:18])[cH:4][cH:5][cH:6]1.